Dataset: the Open Reaction Database (ORD), a public repository of structured organic reaction records. Task: describe an organic reaction: reactants, conditions, products, and yield Conditions: time 5 hour. Reactants: C1(=CC=CC=C1)S(=O)[O-].[Na+] (sodium benzenesulfinate), O(C1=CC=CC=C1)CC(=O)NC1C(N(C1SSC=1SC2=C(N1)C(=CC=C2)C)C(C(=O)OCC2=C(C(=C(C(=C2Cl)OC)OC)OC)Cl)C(=C)C)=O (3,4,5-trimethoxy-2,6-dichlorobenzyl 2-[3-phenoxyacetamido-4-(4-methylbenzothiazol-2-yldithio)-2-azetidinon-1-yl]-3-methyl-3-butenoate), C1(=CC=CC=C1)S(=O)(OC=1SC2=C(N1)C(=CC=C2)C)=S (4-methylbenzothiazol-2-yl benzenethiosulfonate), O (water). Procedure details: A 1.03 g quantity of 3,4,5-trimethoxy-2,6-dichlorobenzyl 2-[3-phenoxyacetamido-4-(4-methylbenzothiazol-2-yldithio)-2-azetidinon-1-yl]-3-methyl-3-butenoate and 448 mg of 4-methylbenzothiazol-2-yl benzenethiosulfonate were dissolved in 10 ml of acetone. To the solution were added 2 ml of water and then 8 mg of sodium benzenesulfinate. The mixture was stirred at room temperature for 5 hours. The precipitated 4-methylbenzothiazol-2-yl disulfide crystals were filtered and the filtrate was concentrate... Solvent: CC(=O)C (acetone). Isolated yield 86.0%. Reaction SMILES: [O:1]([CH2:8][C:9]([NH:11][CH:12]1[CH:15]([S:16]SC2SC3C=CC=C(C)C=3N=2)[N:14]([CH:28]([C:47]([CH3:49])=[CH2:48])[C:29]([O:31][CH2:32][C:33]2[C:38]([Cl:39])=[C:37]([O:40][CH3:41])[C:36]([O:42][CH3:43])=[C:35]([O:44][CH3:45])[C:34]=2[Cl:46])=[O:30])[C:13]1=[O:50])=[O:10])[C:2]1[CH:7]=[CH:6][CH:5]=[CH:4][CH:3]=1.[C:51]1([S:57](=S)([O:59]C2SC3C=CC=C(C)C=3N=2)=[O:58])[CH:56]=[CH:55][CH:54]=[CH:53][CH:52]=1.O.C1(S([O-])=O)C=CC=CC=1.[Na+]>CC(C)=O>[O:1]([CH2:8][C:9]([NH:11][CH:12]1[CH:15]([S:16][S:57]([C:51]2[CH:56]=[CH:55][CH:54]=[CH:53][CH:52]=2)(=[O:59])=[O:58])[N:14]([CH:28]([C:47]([CH3:49])=[CH2:48])[C:29]([O:31][CH2:32][C:33]2[C:34]([Cl:46])=[C:35]([O:44][CH3:45])[C:36]([O:42][CH3:43])=[C:37]([O:40][CH3:41])[C:38]=2[Cl:39])=[O:30])[C:13]1=[O:50])=[O:10])[C:2]1[CH:7]=[CH:6][CH:5]=[CH:4][CH:3]=1 |f:3.4|. Yields the product O(C1=CC=CC=C1)CC(=O)NC1C(N(C1SS(=O)(=O)C1=CC=CC=C1)C(C(=O)OCC1=C(C(=C(C(=C1Cl)OC)OC)OC)Cl)C(=C)C)=O (3,4,5-trimethoxy-2,6-dichlorobenzyl 2-(3-phenoxyacetamido-4-benzenesulfonylthio-2-azetidinon-1-yl)-3-methyl-3-butenoate). Reactants: ClC1=CC(=NC2=CC=C(C=C12)N1C(CCC1)=O)C (1-(4-chloro-2-methylquinolin-6-yl)pyrrolidin-2-one), C1(=CC=CC=C1)C1CNCC1 (3-phenylpyrrolidine). Solvent: C(C)OCCO (2-ethoxyethanol), [OH-].[Na+] (sodium hydroxide). Run at temperature 250 celsius. Yields the product CC1=NC2=CC=C(C=C2C(=C1)N1CC(CC1)C1=CC=CC=C1)N1C(CCC1)=O (1-[2-Methyl-4-(3-phenylpyrrolidin-1-yl)quinolin-6-yl]pyrrolidin-2-one). Isolated yield 28.1%. Reaction SMILES: Cl[C:2]1[C:11]2[C:6](=[CH:7][CH:8]=[C:9]([N:12]3[CH2:16][CH2:15][CH2:14][C:13]3=[O:17])[CH:10]=2)[N:5]=[C:4]([CH3:18])[CH:3]=1.[C:19]1([CH:25]2[CH2:29][CH2:28][NH:27][CH2:26]2)[CH:24]=[CH:23][CH:22]=[CH:21][CH:20]=1>C(OCCO)C.[OH-].[Na+]>[CH3:18][C:4]1[CH:3]=[C:2]([N:27]2[CH2:28][CH2:29][CH:25]([C:19]3[CH:24]=[CH:23][CH:22]=[CH:21][CH:20]=3)[CH2:26]2)[C:11]2[C:6](=[CH:7][CH:8]=[C:9]([N:12]3[CH2:16][CH2:15][CH2:14][C:13]3=[O:17])[CH:10]=2)[N:5]=1 |f:3.4|. Procedure details: A mixture of 1-(4-chloro-2-methylquinolin-6-yl)pyrrolidin-2-one (0.2 g; see Preparation 6 above) and 3-phenylpyrrolidine (0.282 g) in 2-ethoxyethanol was heated in a microwave at 250° C. for 20 minutes. The reaction mixture was diluted with 1 N sodium hydroxide and extracted with ethyl acetate, washed with water, dried (MgSO4), filtered and evaporated. Trituration from ether gave the title compound as a white powder (0.08 g). Starting materials: C(#N)C(C)(C)C=1C=C(C(=O)NC2=CC(=CC=C2)O)C=CC1 (3-(1-cyano-1-methylethyl)-N-(3-hydroxyphenyl)benzamide), FC1=C(C=C(N)C=C1)[N+](=O)[O-] (4-fluoro-3-nitroaniline), C([O-])([O-])=O.[Cs+].[Cs+] (cesium carbonate). Solvent: CN(C=O)C (N,N-dimethylformamide). Conditions: temperature 80 celsius, time 16 hour. Product: NC1=CC(=C(OC=2C=C(C=CC2)NC(C2=CC(=CC=C2)C(C)(C)C#N)=O)C=C1)[N+](=O)[O-] (N-[3-(4-amino-2-nitrophenoxy)phenyl]-3-(1-cyano-1-methylethyl)benzamide). Yield: 81.8%. As a reaction SMILES: [C:1]([C:3]([C:6]1[CH:7]=[C:8]([CH:19]=[CH:20][CH:21]=1)[C:9]([NH:11][C:12]1[CH:17]=[CH:16][CH:15]=[C:14]([OH:18])[CH:13]=1)=[O:10])([CH3:5])[CH3:4])#[N:2].F[C:23]1[CH:29]=[CH:28][C:26]([NH2:27])=[CH:25][C:24]=1[N+:30]([O-:32])=[O:31].C(=O)([O-])[O-].[Cs+].[Cs+]>CN(C)C=O>[NH2:27][C:26]1[CH:28]=[CH:29][C:23]([O:18][C:14]2[CH:13]=[C:12]([NH:11][C:9](=[O:10])[C:8]3[CH:19]=[CH:20][CH:21]=[C:6]([C:3]([C:1]#[N:2])([CH3:5])[CH3:4])[CH:7]=3)[CH:17]=[CH:16][CH:15]=2)=[C:24]([N+:30]([O-:32])=[O:31])[CH:25]=1 |f:2.3.4|. Procedure: To a solution of 3-(1-cyano-1-methylethyl)-N-(3-hydroxyphenyl)benzamide (20 g, 71.3 mmol) produced in Example 1(i) and 4-fluoro-3-nitroaniline (10.9 g, 69.9 mmol) in N,N-dimethylformamide (150 mL) was added cesium carbonate (33.8 g, 104 mmol), and the mixture was stirred at 80° C. for 16 hr. The reaction mixture was cooled to room temperature, insoluble material was filtered off and washed with ethyl acetate. The filtrate and washings were combined and the mixture was concentrated under reduced ... Reactants: [BH4-], CO, CC(=O)c1ccc(N2CCN(c3c(C)c(C)c4c(c3C)CC(C)(C)O4)CC2)cc1, [Na+], O. Product: Cc1c(C)c(N2CCN(c3ccc(C(C)O)cc3)CC2)c(C)c2c1OC(C)(C)C2. Reaction SMILES: [BH4-:32].[CH3:1][OH:2].[CH3:3][C:4]1([CH3:31])[O:5][c:6]2[c:7]([c:9]([CH3:30])[c:10]([N:15]3[CH2:16][CH2:17][N:18]([c:21]4[cH:22][cH:23][c:24]([C:27]([CH3:28])=[O:29])[cH:25][cH:26]4)[CH2:19][CH2:20]3)[c:11]([CH3:14])[c:12]2[CH3:13])[CH2:8]1.[Na+:33].[OH2:34]>>[CH3:3][C:4]1([CH3:31])[O:5][c:6]2[c:7]([c:9]([CH3:30])[c:10]([N:15]3[CH2:16][CH2:17][N:18]([c:21]4[cH:22][cH:23][c:24]([CH:27]([CH3:28])[OH:29])[cH:25][cH:26]4)[CH2:19][CH2:20]3)[c:11]([CH3:14])[c:12]2[CH3:13])[CH2:8]1. The reactants are BrC1=CC(=C(C#N)C=C1)CN1C=2C=NC(=NC2N2C(C1)COCC2)Cl (4-bromo-2-((2-chloro-6a,7,9,10-tetrahydro-[1,4]oxazino[3,4-h]pteridin-5(6H)-yl)methyl)benzonitrile), C([O-])([O-])=O.[K+].[K+] (potassium carbonate), CB1OB(OB(O1)C)C (2,4,6-trimethyl-1,3,5,2,4,6-trioxatriborinane). The reagents and catalysts are C1=CC=C(C=C1)P([C-]2C=CC=C2)C3=CC=CC=C3.C1=CC=C(C=C1)P([C-]2C=CC=C2)C3=CC=CC=C3.Cl[Pd]Cl.[Fe+2] (PdCl2(dppf)). Run in O1CCOCC1 (dioxane), O (water), CCOC(=O)C (EtOAc). Conditions: temperature 100 celsius, time 8 hour. Product: ClC1=NC=2N3C(CN(C2C=N1)CC1=C(C#N)C=CC(=C1)C)COCC3 (2-((2-chloro-6a,7,9,10-tetrahydro-[1,4]oxazino[3,4-h]pteridin-5(6H)-yl)methyl)-4-methylbenzonitrile). Isolated yield 58.5%. Reaction SMILES: Br[C:2]1[CH:9]=[CH:8][C:5]([C:6]#[N:7])=[C:4]([CH2:10][N:11]2[CH2:20][CH:19]3[CH2:21][O:22][CH2:23][CH2:24][N:18]3[C:17]3[N:16]=[C:15]([Cl:25])[N:14]=[CH:13][C:12]2=3)[CH:3]=1.[C:26](=O)([O-])[O-].[K+].[K+].CB1OB(C)OB(C)O1>O1CCOCC1.O.CCOC(C)=O.C1C=CC(P(C2C=CC=CC=2)[C-]2C=CC=C2)=CC=1.C1C=CC(P(C2C=CC=CC=2)[C-]2C=CC=C2)=CC=1.Cl[Pd]Cl.[Fe+2]>[Cl:25][C:15]1[N:14]=[CH:13][C:12]2[N:11]([CH2:10][C:4]3[CH:3]=[C:2]([CH3:26])[CH:9]=[CH:8][C:5]=3[C:6]#[N:7])[CH2:20][CH:19]3[CH2:21][O:22][CH2:23][CH2:24][N:18]3[C:17]=2[N:16]=1 |f:1.2.3,8.9.10.11|. Procedure details: To a 20 mL vial were added 4-bromo-2-((2-chloro-6a,7,9,10-tetrahydro-[1,4]oxazino[3,4-h]pteridin-5(6H)-yl)methyl)benzonitrile (105 mg, 0.250 mmol), potassium carbonate (69.0 mg, 0.499 mmol), PdCl2(dppf) (18.26 mg, 0.025 mmol), and 2,4,6-trimethyl-1,3,5,2,4,6-trioxatriborinane (0.042 mL, 0.300 mmol) in dioxane (2 mL) and water (0.4 mL). The resulting brown suspension was stirred overnight at 100° C. The reaction mixture was subsequently diluted with EtOAc and washed with saturated NH4Cl (3×). The... The reactants are ClB(C1=CC=CC=C1)Cl (dichlorophenylborane), CNC1=CC(=CC=C1)OC (N-methy-3-methoxyaniline). Solvent: ClCCCl (1,2-dichloroethane). Product: cloudy solution, CN(C1=CC(=CC=C1)OC)B(C1=CC=CC=C1)Cl (N-methyl-3-methoxyanilinochlorophenylborane). RXN SMILES: Cl[B:2]([Cl:9])[C:3]1[CH:8]=[CH:7][CH:6]=[CH:5][CH:4]=1.[CH3:10][NH:11][C:12]1[CH:17]=[CH:16][CH:15]=[C:14]([O:18][CH3:19])[CH:13]=1>ClCCCl>[CH3:10][N:11]([B:2]([Cl:9])[C:3]1[CH:4]=[CH:5][CH:6]=[CH:7][CH:8]=1)[C:12]1[CH:17]=[CH:16][CH:15]=[C:14]([O:18][CH3:19])[CH:13]=1. Procedure: N-methyl-3-methoxyanilinochlorophenylborane was prepared by adding dichlorophenylborane (100 mmol) to a solution of N-methy-3-methoxyaniline (100 mmol) in 1,2-dichloroethane (100 mL) at 0° C. The resulting mixture was refluxed for 2 h under a rapid stream of nitrogen to remove the HCl formed. The mixture was cooled to give a 0.8 M cloudy solution of the title compound which could be stored at 0°C. for more than 6 weeks without deterioration. Reactants: ClCC=1OC(OC1C)=O (4-Chloromethyl-5-methyl-1,3-dioxol-2-one), C(=O)(OC(C)(C)C)N[C@@H]([C@H](C(=O)O)O)CC1=CC=CC=C1 ((2R,3R)-3-(BOC-amino)-2-hydroxy-4-phenylbutyric acid), CCOC(=O)C (EtOAc), C([O-])([O-])=O.[Cs+].[Cs+] (Dicesium carbonate). Solvent: CN(C)C=O (DMF). Run at temperature 0 celsius, time 1 hour. The product is CC1=C(OC(O1)=O)COC([C@@H]([C@@H](CC1=CC=CC=C1)N)O)=O ((2R,3R)-3-amino-2-hydroxy-4-phenyl-butyric acid 5-methyl-2-oxo-[1,3]-dioxol-4-ylmethyl Ester), Cl (HCl). Yield: 587.7%. As a reaction SMILES: [Cl:1][CH2:2][C:3]1[O:4][C:5](=[O:9])[O:6][C:7]=1[CH3:8].C(=O)([O-])[O-].[Cs+].[Cs+].C([NH:23][C@H:24]([CH2:30][C:31]1[CH:36]=[CH:35][CH:34]=[CH:33][CH:32]=1)[C@@H:25]([OH:29])[C:26]([OH:28])=[O:27])(OC(C)(C)C)=O.CCOC(C)=O>CN(C=O)C>[CH3:8][C:7]1[O:6][C:5](=[O:9])[O:4][C:3]=1[CH2:2][O:28][C:26](=[O:27])[C@H:25]([OH:29])[C@H:24]([NH2:23])[CH2:30][C:31]1[CH:32]=[CH:33][CH:34]=[CH:35][CH:36]=1.[ClH:1] |f:1.2.3|. Procedure: 4-Chloromethyl-5-methyl-1,3-dioxol-2-one (212 mg, 1.4 mmol, 1.0 eq.) was dissolved in dry DMF (2 mL) and cooled to 0° C. Dicesium carbonate (465 mg, 1.4 mmol, 1.0 eq.) was added and the mixture was stirred for 30 minutes at 0° C. (2R,3R)-3-(BOC-amino)-2-hydroxy-4-phenylbutyric acid (421 mg, 1.4 mmol, 1.0 eq.) was added and the mixture was stirred for 1 hour at 0° C. and then warmed to room temperature, while stirring. EtOAc (20 mL) was added and the mixture was washed with saturated aqueous NaCl... Reactants: Cc1sc(Cc2ccccc2)c(C(=O)c2ccc(OS(=O)(=O)c3ccc(C(=O)O)c(O)c3)c(C3CCCC3)c2)c1C, CC(=O)OC(C)=O, [I-], [I-], [Mg+2]. Yields the product CC(=O)Oc1cc(S(=O)(=O)Oc2ccc(C(=O)c3c(Cc4ccccc4)sc(C)c3C)cc2C2CCCC2)ccc1C(=O)O. Reaction SMILES: [CH2:1]([c:2]1[cH:3][cH:4][cH:5][cH:6][cH:7]1)[c:8]1[s:9][c:10]([CH3:41])[c:11]([CH3:40])[c:12]1[C:13](=[O:14])[c:15]1[cH:16][c:17]([CH:35]2[CH2:36][CH2:37][CH2:38][CH2:39]2)[c:18]([O:19][S:20](=[O:21])(=[O:22])[c:23]2[cH:24][c:25]([OH:32])[c:26]([C:27](=[O:28])[OH:29])[cH:30][cH:31]2)[cH:33][cH:34]1.[CH3:45][C:46](=[O:47])[O:48][C:49](=[O:50])[CH3:51].[I-:42].[I-:44].[Mg+2:43]>>[CH2:1]([c:2]1[cH:3][cH:4][cH:5][cH:6][cH:7]1)[c:8]1[s:9][c:10]([CH3:41])[c:11]([CH3:40])[c:12]1[C:13](=[O:14])[c:15]1[cH:16][c:17]([CH:35]2[CH2:36][CH2:37][CH2:38][CH2:39]2)[c:18]([O:19][S:20](=[O:21])(=[O:22])[c:23]2[cH:24][c:25]([O:32][C:46]([CH3:45])=[O:47])[c:26]([C:27](=[O:28])[OH:29])[cH:30][cH:31]2)[cH:33][cH:34]1. The product is C(C)(C)(C)C1=NN(C(=C1)N)C=1C=NN(C1)CCOC1OCCCC1 (3-tert-Butyl-1′-[2-(tetrahydro-pyran-2-yloxy)-ethyl]-1′H-[1,4′]bipyrazolyl-5-ylamine). Procedure details: To a mixture of 4-iodo-1-[2-(tetrahydro-pyran-2-yloxy)-ethyl]-1H-pyrazole (for reference procedure see for example WO 2010/139731, which is incorporated herein by reference; 1.54 g, 4.81 mmol), 5-tert-butyl-2H-pyrazol-3-ylamine (668 mg, 4.81 mmol), copper (I) iodide (45 mg, 0.24 mmol) and K2CO3 (1.39 g, 10.1 mmol) was added a solution of toluene (5 mL), previously degassed by using a stream of argon. (R,R)-(−)-N,N′-Dimethyl-1,2-cyclohexanediamine (151 μL, 0.96 mmol) was then added and the reacti... Solvent: C1(=CC=CC=C1)C (toluene), O (water). Reagents/catalysts: [Cu]I (copper (I) iodide). The yield is 81.0%. Reaction conditions: temperature 150 celsius. Reactants: C(C)(C)(C)C=1C=C(NN1)N (5-tert-butyl-2H-pyrazol-3-ylamine), C(=O)([O-])[O-].[K+].[K+] (K2CO3), IC=1C=NN(C1)CCOC1OCCCC1 (4-iodo-1-[2-(tetrahydro-pyran-2-yloxy)-ethyl]-1H-pyrazole), CN[C@H]1[C@@H](CCCC1)NC ((R,R)-(−)-N,N′-Dimethyl-1,2-cyclohexanediamine). As a reaction SMILES: I[C:2]1[CH:3]=[N:4][N:5]([CH2:7][CH2:8][O:9][CH:10]2[CH2:15][CH2:14][CH2:13][CH2:12][O:11]2)[CH:6]=1.[C:16]([C:20]1[CH:21]=[C:22]([NH2:25])[NH:23][N:24]=1)([CH3:19])([CH3:18])[CH3:17].C([O-])([O-])=O.[K+].[K+].CN[C@@H]1CCCC[C@H]1NC>[Cu]I.O.C1(C)C=CC=CC=1>[C:16]([C:20]1[CH:21]=[C:22]([NH2:25])[N:23]([C:2]2[CH:3]=[N:4][N:5]([CH2:7][CH2:8][O:9][CH:10]3[CH2:15][CH2:14][CH2:13][CH2:12][O:11]3)[CH:6]=2)[N:24]=1)([CH3:19])([CH3:18])[CH3:17] |f:2.3.4|.